Dataset: the Open Reaction Database (ORD), a public repository of structured organic reaction records. Task: describe an organic reaction: reactants, conditions, products, and yield The reactants are COC(C(C)NC1=C(C=CC=C1C)C)=O (α-(2,6-dimethylanilino)-propionic acid methyl ester), C([O-])([O-])=O.[Na+].[Na+] (sodium carbonate), ClCC(=O)Cl (monochloroacetyl chloride). The solvent is C1=CC=CC=C1 (benzene). Yields the product COC(=O)C(C)N(C1=C(C=CC=C1C)C)C(CCl)=O (N-(1'-methoxycarbonyl-ethyl)-N-chloroacetyl-2,6-dimethylaniline). As a reaction SMILES: [CH3:1][O:2][C:3](=[O:15])[CH:4]([NH:6][C:7]1[C:12]([CH3:13])=[CH:11][CH:10]=[CH:9][C:8]=1[CH3:14])[CH3:5].C(=O)([O-])[O-].[Na+].[Na+].[Cl:22][CH2:23][C:24](Cl)=[O:25]>C1C=CC=CC=1>[CH3:1][O:2][C:3]([CH:4]([N:6]([C:24](=[O:25])[CH2:23][Cl:22])[C:7]1[C:8]([CH3:14])=[CH:9][CH:10]=[CH:11][C:12]=1[CH3:13])[CH3:5])=[O:15] |f:1.2.3|. Procedure: 990.3 g (= 4.76 g-moles) of α-(2,6-dimethylanilino)-propionic acid methyl ester is mixed with 605 g (= 5.7 g-moles) of sodium carbonate in 2.5 liters of benzene (absolute). An amount of 455 ml (= 5.7 g-moles) of monochloroacetyl chloride is then added dropwise and sufficiently slowly to ensure that a temperature of 30°-35° in the reaction mixture is not exceeded. After stirring has been maintained overnight at room temperature, the mixture is filtered off, and the filtrate concentrated in a rota... Reactants: COc1ccc(-c2nc(Cl)sc2Cc2ccccc2)cc1, C1CNCCN1, [Li+], CN(C)C=O, [OH-], O, O. Product: COc1ccc(-c2nc(N3CCNCC3)sc2Cc2ccccc2)cc1. As a reaction SMILES: [CH2:1]([c:2]1[cH:3][cH:4][cH:5][cH:6][cH:7]1)[c:8]1[c:9](-[c:14]2[cH:15][cH:16][c:17]([O:20][CH3:21])[cH:18][cH:19]2)[n:10][c:11]([Cl:13])[s:12]1.[CH2:25]1[CH2:26][NH:27][CH2:28][CH2:29][NH:30]1.[Li+:23].[O:31]=[CH:32][N:33]([CH3:34])[CH3:35].[OH-:22].[OH2:24].[OH2:36]>>[CH2:1]([c:2]1[cH:3][cH:4][cH:5][cH:6][cH:7]1)[c:8]1[c:9](-[c:14]2[cH:15][cH:16][c:17]([O:20][CH3:21])[cH:18][cH:19]2)[n:10][c:11]([N:27]2[CH2:26][CH2:25][NH:30][CH2:29][CH2:28]2)[s:12]1. Reactants: ClC1=C(C(=C(C=C1)C(C(C(F)(F)F)(O)COCC)=NC1=C2C=CC(NC2=CC(=C1)F)=O)OC)F (5-{[1-(4-Chloro-3-fluoro-2-methoxyphenyl)-3,3,3-trifluoro-2-ethoxymethyl-2-hydroxypropylidene]amino}-7-fluoro-1H-quinolin-2-one), CO (methanol), B.[Na] (sodium boron hydride). Yields the product ClC1=C(C(=C(C=C1)C(C(C(F)(F)F)(O)COCC)=O)OC)F (1-(4-Chloro-3-fluoro-2-methoxyphenyl)-3,3,3-trifluoro-2-ethoxymethyl-2-hydroxypropan-1-one). As a reaction SMILES: [Cl:1][C:2]1[CH:7]=[CH:6][C:5]([C:8](=NC2C=C(F)C=C3C=2C=CC(=O)N3)[C:9]([CH2:15][O:16][CH2:17][CH3:18])([OH:14])[C:10]([F:13])([F:12])[F:11])=[C:4]([O:32][CH3:33])[C:3]=1[F:34].B.[Na].C[OH:38]>>[Cl:1][C:2]1[CH:7]=[CH:6][C:5]([C:8](=[O:38])[C:9]([CH2:15][O:16][CH2:17][CH3:18])([OH:14])[C:10]([F:13])([F:12])[F:11])=[C:4]([O:32][CH3:33])[C:3]=1[F:34] |f:1.2,^1:35|. Procedure details: 285 mg (0.95 mmol) (4-Chloro-3-fluoro-2-methoxyphenyl)[2-(trifluoromethyl)-oxiranyl]methanone obtained in example 12 are stirred with 622 mg (1.9 mmol) Caesium carbonate in 8 ml ethanol. The reaction is quenched by addition of water after 1 day. The aqueous layer is extracted with ethyl acetate, the combined organic phases are washed with brine, dried over sodium sulphate and then evaporated to yield 173 mg 1-(4-Chloro-3-fluoro-2-methoxyphenyl)-3,3,3-trifluoro-2-ethoxymethyl-2-hydroxy propan-1-o... The reactants are 43, NC1C(CN(CC1)C(=O)OC)C (methyl 4-amino-3-methyl-1-piperidinecarboxylate), ClC1=C(C=C(C=C1)Cl)[N+](=O)[O-] (1,4-dichloro-2-nitrobenzene), C([O-])([O-])=O.[Na+].[Na+] (sodium carbonate), [I-].[K+] (potassium iodide), C1(CCCCC1)O (cyclohexanol). Run in O (water). Yields the product ClC1=CC(=C(C=C1)NC1C(CN(CC1)C(=O)OC)C)[N+](=O)[O-] (methyl 4-(4-chloro-2-nitrophenylamino)-3-methyl-1-piperidinecarboxylate). Reaction SMILES: [NH2:1][CH:2]1[CH2:7][CH2:6][N:5]([C:8]([O:10][CH3:11])=[O:9])[CH2:4][CH:3]1[CH3:12].Cl[C:14]1[CH:19]=[CH:18][C:17]([Cl:20])=[CH:16][C:15]=1[N+:21]([O-:23])=[O:22].C(=O)([O-])[O-].[Na+].[Na+].[I-].[K+].C1(O)CCCCC1>O>[Cl:20][C:17]1[CH:18]=[CH:19][C:14]([NH:1][CH:2]2[CH2:7][CH2:6][N:5]([C:8]([O:10][CH3:11])=[O:9])[CH2:4][CH:3]2[CH3:12])=[C:15]([N+:21]([O-:23])=[O:22])[CH:16]=1 |f:2.3.4,5.6|. Reported procedure: A mixture of 43 parts of methyl 4-amino-3-methyl-1-piperidinecarboxylate, 57.6 parts of 1,4-dichloro-2-nitrobenzene, 32 parts of sodium carbonate, 0.2 parts of potassium iodide and 160 parts of cyclohexanol is stirred and refluxed (160°-163° C) for 20 hours with water-separator. The reaction mixture is evaporated. Water is added and the product is extracted with methylbenzene. The extract is dried, filtered and evaporated. The residue is purified by column-chromatography over silicagel, using a ... Reactants: CN(CCCCCCCCCCCC)C (dimethyldodecylamine), ClCSC#N (chloromethylthiocyanate). The solvent is O1CCCC1 (tetrahydrofuran). Conditions: time 17 hour. Product: [Cl-].C[N+](CSC#N)(CCCCCCCCCCCC)C (Dimethyldodecyl(thiocyanatomethyl)ammonium Chloride). Isolated yield 79.4%. As a reaction SMILES: [CH3:1][N:2]([CH3:15])[CH2:3][CH2:4][CH2:5][CH2:6][CH2:7][CH2:8][CH2:9][CH2:10][CH2:11][CH2:12][CH2:13][CH3:14].[Cl:16][CH2:17][S:18][C:19]#[N:20]>O1CCCC1>[Cl-:16].[CH3:1][N+:2]([CH3:15])([CH2:3][CH2:4][CH2:5][CH2:6][CH2:7][CH2:8][CH2:9][CH2:10][CH2:11][CH2:12][CH2:13][CH3:14])[CH2:17][S:18][C:19]#[N:20] |f:3.4|. Procedure: A 2 liter flask was charged with 1 liter of tetrahydrofuran, 277 g of dimethyldodecylamine and then 153.7 g of chloromethylthiocyanate. The reaction mixture was stirred at ambient temperature for 17 hours. A considerable amount of solids was formed. The reaction was then stirred for 7 more hours at 35° C. The solid was filtered off with suction and the solid washed with diethyl ether. The filtrate now formed more solid which was filtered off, washed with ether and then combined with the other so... Reactants: CCS(=O)(=O)N1CC(CC#N)(n2cc(-c3ncnc4c3ccn4COCC[Si](C)(C)C)cn2)C1, CC#N, [NH4+], [OH-], O. The product is CCS(=O)(=O)N1CC(CC#N)(n2cc(-c3ncnc4[nH]ccc34)cn2)C1. Reaction SMILES: [CH2:1]([CH3:2])[S:3](=[O:4])(=[O:5])[N:6]1[CH2:7][C:8]([n:10]2[n:11][cH:12][c:13](-[c:15]3[c:16]4[c:17]([n:18][cH:19][n:20]3)[n:21]([CH2:24][O:25][CH2:26][CH2:27][Si:28]([CH3:29])([CH3:30])[CH3:31])[cH:22][cH:23]4)[cH:14]2)([CH2:32][C:33]#[N:34])[CH2:9]1.[CH3:37][C:38]#[N:39].[NH4+:35].[OH-:36].[OH2:40]>>[CH2:1]([CH3:2])[S:3](=[O:4])(=[O:5])[N:6]1[CH2:7][C:8]([n:10]2[n:11][cH:12][c:13](-[c:15]3[c:16]4[c:17]([n:18][cH:19][n:20]3)[nH:21][cH:22][cH:23]4)[cH:14]2)([CH2:32][C:33]#[N:34])[CH2:9]1. Reactants: N[C@H]([C@H](O)C=1C=CC(=C(C1)NS(=O)(=O)C)O)C (N-(5-((1R,2S)-2-Amino-1-hydroxypropyl)-2-hydroxyphenyl)methanesulfonamide), C(C)OC=1C=C(C=O)C=C(C1)OCC (3,5-diethoxybenzaldehyde), O (water). The solvent is CO (methanol). Reaction conditions: time 2.5 hour. Yields the product C(C)OC=1C=C(CN[C@H]([C@H](O)C=2C=CC(=C(C2)NS(=O)(=O)C)O)C)C=C(C1)OCC (N-(5-((1R,2S)-2-(3,5-Diethoxybenzylamino)-1-hydroxypropyl)-2-hydroxyphenyl)methane-sulfonamide). The yield is 53.5%. RXN SMILES: [NH2:1][C@@H:2]([CH3:17])[C@@H:3]([C:5]1[CH:6]=[CH:7][C:8]([OH:16])=[C:9]([NH:11][S:12]([CH3:15])(=[O:14])=[O:13])[CH:10]=1)[OH:4].[CH2:18]([O:20][C:21]1[CH:22]=[C:23]([CH:26]=[C:27]([O:29][CH2:30][CH3:31])[CH:28]=1)[CH:24]=O)[CH3:19].O>CO>[CH2:30]([O:29][C:27]1[CH:26]=[C:23]([CH:22]=[C:21]([O:20][CH2:18][CH3:19])[CH:28]=1)[CH2:24][NH:1][C@@H:2]([CH3:17])[C@@H:3]([C:5]1[CH:6]=[CH:7][C:8]([OH:16])=[C:9]([NH:11][S:12]([CH3:15])(=[O:14])=[O:13])[CH:10]=1)[OH:4])[CH3:31]. Reported procedure: To a solution of the amine (4) (127 mg, 0.486 mmol) and 3,5-diethoxybenzaldehyde (123 mg, 0.632 mmol) in methanol (3.3 mL) was added borane-pyridine complex (155 μL, 1.46 mmol) at 40° C. and the resulting mixture was stirred for 2.5 hours. The reaction mixture was cooled to room temperature and water was added thereto, followed by extraction with a mixed solvent (ethyl acetate:methanol=10:1) and subsequent washing of the organic layer with saturated brine. The organic layer was dried and concent... As a reaction SMILES: [Br:1][C:2]1[CH:3]=[C:4]([NH:13][CH2:14][C:15]2[CH:25]=[CH:24][C:18]3[CH:19]=[C:20]([C:22]#[N:23])[O:21][C:17]=3[CH:16]=2)[CH:5]=[CH:6][C:7]=1[O:8][C:9]([F:12])([F:11])[F:10].[N-:26]=[N+:27]=[N-:28].[Na+].[Cl-].[NH4+]>CN(C=O)C.O>[N:23]1[NH:26][N:27]=[N:28][C:22]=1[C:20]1[O:21][C:17]2[CH:16]=[C:15]([CH2:14][NH:13][C:4]3[CH:5]=[CH:6][C:7]([O:8][C:9]([F:10])([F:11])[F:12])=[C:2]([Br:1])[CH:3]=3)[CH:25]=[CH:24][C:18]=2[CH:19]=1 |f:1.2,3.4|. The yield is 57.5%. The product is N=1NN=NC1C=1OC2=C(C1)C=CC(=C2)CNC2=CC(=C(C=C2)OC(F)(F)F)Br (N-((2-(2H-tetrazol-5-yl)benzofuran-6-yl)methyl)-3-bromo-4-(trifluoromethoxy)aniline). Run at time 18 hour. Reported procedure: 6-(((3-bromo-4-(trifluoromethoxy)phenyl)amino)methyl)benzofuran-2-carbonitrile (651 mg, 1.58 mmol), sodium azide (0.12 g, 1.90 mmol) and ammonium chloride (0.10 g, 1.90 mmol) were dissolved in DMF (15.84 ml). The mixture was stirred at RT for 18 hr. After 18 hr the r×n was not complete and the reaction was heated to 50° C. for 2 hr. The reaction was cooled to RT and diluted with water (pH˜1). The crude material was extracted from the diluted aqueous pH=1 layer three times with a 10% MeOH/90% EtO... The solvent is CN(C)C=O (DMF), O (water). Starting materials: BrC=1C=C(C=CC1OC(F)(F)F)NCC1=CC2=C(C=C(O2)C#N)C=C1 (6-(((3-bromo-4-(trifluoromethoxy)phenyl)amino)methyl)benzofuran-2-carbonitrile), [N-]=[N+]=[N-].[Na+] (sodium azide), [Cl-].[NH4+] (ammonium chloride). Starting materials: N[C@H]1[C@@H](SC2=C(NC1=O)C=CC=C2)C2=CC=CC=C2 (trans-3-amino-2-phenyl-2,3-dihydro-1,5-benzothiazepin-4(5H)-one), BrCC(=O)OCC (ethyl bromoacetate), [H-].[Na+] (sodium hydride). Run in CN(C=O)C (dimethylformamide), CN(C=O)C (dimethylformamide). Reaction conditions: temperature 10 celsius, time 1.5 hour. The product is N[C@H]1[C@@H](SC2=C(N(C1=O)CC(=O)OCC)C=CC=C2)C2=CC=CC=C2 (ethyl trans-3-amino-4-oxo-2-phenyl-2,3,4,5-tetrahydro-1,5-benzothiazepine-5-acetate). RXN SMILES: [NH2:1][C@@H:2]1[C:8](=[O:9])[NH:7][C:6]2[CH:10]=[CH:11][CH:12]=[CH:13][C:5]=2[S:4][C@H:3]1[C:14]1[CH:19]=[CH:18][CH:17]=[CH:16][CH:15]=1.[H-].[Na+].Br[CH2:23][C:24]([O:26][CH2:27][CH3:28])=[O:25]>CN(C)C=O>[NH2:1][C@@H:2]1[C:8](=[O:9])[N:7]([CH2:23][C:24]([O:26][CH2:27][CH3:28])=[O:25])[C:6]2[CH:10]=[CH:11][CH:12]=[CH:13][C:5]=2[S:4][C@H:3]1[C:14]1[CH:15]=[CH:16][CH:17]=[CH:18][CH:19]=1 |f:1.2|. Reported procedure: In 700 ml of dimethylformamide is dissolved 54.8 g of trans-3-amino-2-phenyl-2,3-dihydro-1,5-benzothiazepin-4(5H)-one. To this solution is added 8.8 g of 60% sodium hydride under ice-cooling. The reaction temperature is gradually elevated to room temperature, and the mixture is stirred for 1.5 hours. After the reaction mixture is again cooled to about 10° C., 100 ml of a dimethylformamide solution containing 25.5 ml of ethyl bromoacetate is added dropwise. After the reaction temperature is eleva... Starting materials: C1(=CC=CC=C1)P(C1=CC=CC=C1)C1=CC=CC=C1 (triphenylphosphine), CC(=O)C.C(C)(=O)OCC (acetone ethyl acetate), BrCCCCC(=O)NS(=O)(=O)C (5-bromo-N-(methylsulfonyl)pentanamide), C(C)(=O)OCC (ethyl acetate). Solvent: C=1(C(=CC=CC1)C)C (xylene). Yields the product [Br-].CS(=O)(=O)NC(CCCC[P+](C1=CC=CC=C1)(C1=CC=CC=C1)C1=CC=CC=C1)=O ((5-(methylsulfonamido)-5-oxopentyl)triphenylphosphonium bromide). The yield is 77.6%. RXN SMILES: [C:1]1([P:7]([C:14]2[CH:19]=[CH:18][CH:17]=[CH:16][CH:15]=2)[C:8]2[CH:13]=[CH:12][CH:11]=[CH:10][CH:9]=2)[CH:6]=[CH:5][CH:4]=[CH:3][CH:2]=1.[Br:20][CH2:21][CH2:22][CH2:23][CH2:24][C:25]([NH:27][S:28]([CH3:31])(=[O:30])=[O:29])=[O:26].C(OCC)(=O)C.CC(C)=O.C(OCC)(=O)C>C1(C)C(C)=CC=CC=1>[Br-:20].[CH3:31][S:28]([NH:27][C:25](=[O:26])[CH2:24][CH2:23][CH2:22][CH2:21][P+:7]([C:1]1[CH:2]=[CH:3][CH:4]=[CH:5][CH:6]=1)([C:8]1[CH:13]=[CH:12][CH:11]=[CH:10][CH:9]=1)[C:14]1[CH:15]=[CH:16][CH:17]=[CH:18][CH:19]=1)(=[O:30])=[O:29] |f:3.4,6.7|. Reported procedure: A stirring mixture consisting of triphenylphosphine (13.2 g, 24.4 mmol) and 5-bromo-N-(methylsulfonyl)pentanamide (prepared in Step A, 5.55 g, 21.5 mmol) in xylene (15 mL) was brought to reflux for 4 hours. Subsequently, ethyl acetate was added to the hot reaction mixture and stirring was continued for the next 15 minutes. The crude product was isolated from acetone-ethyl acetate to afford the title intermediate (8.68 g, 78%); melting point 189-190° C.